From a dataset of the Open Reaction Database (ORD), a public repository of structured organic reaction records. describe an organic reaction: reactants, conditions, products, and yield Reactants: 28.4, N1N=CN=C1 (1H-1,2,4-triazole), CN(C=O)C (N,N-dimethylformamide), [H-].[Na+] (sodium hydride), 40, ClC(C=1C=CC2=C(N(N=N2)C)C1)C1=CC=C(C=C1)Cl (6-[chloro(4-chlorophenyl)methyl]-1-methyl-1H-benzotriazole), CN(C=O)C (N,N-dimethylformamide). Run in O (water). Reaction conditions: time 1 hour. Yields the product 13, ClC1=CC=C(C=C1)C(C=1C=CC2=C(N(N=N2)C)C1)N1N=CN=C1 (6-[(4-chlorophenyl)-(1H-1,2,4-triazol-1-yl)methyl]-1-methyl-1H-benzotriazole). Isolated yield 29.2%. RXN SMILES: [NH:1]1[CH:5]=[N:4][CH:3]=[N:2]1.CN(C)C=O.[H-].[Na+].Cl[CH:14]([C:25]1[CH:30]=[CH:29][C:28]([Cl:31])=[CH:27][CH:26]=1)[C:15]1[CH:16]=[CH:17][C:18]2[N:22]=[N:21][N:20]([CH3:23])[C:19]=2[CH:24]=1>O>[Cl:31][C:28]1[CH:29]=[CH:30][C:25]([CH:14]([N:1]2[CH:5]=[N:4][CH:3]=[N:2]2)[C:15]2[CH:16]=[CH:17][C:18]3[N:22]=[N:21][N:20]([CH3:23])[C:19]=3[CH:24]=2)=[CH:26][CH:27]=1 |f:2.3|. Reported procedure: To a stirred solution of 28.4 parts of 1H-1,2,4-triazole in 135 parts of N,N-dimethylformamide were added 11.4 parts of a sodium hydride dispersion 80% under nitrogen atmosphere. After stirring for 1 hour at room temperature, a solution of 40 parts of 6-[chloro(4-chlorophenyl)methyl]-1-methyl-1H-benzotriazole in 90 parts of N,N-dimethylformamide was added to the mixture. The whole was stirred for 1 hour at 60° C. The reaction mixture was diluted with 50 parts of water and the whole was evaporate... Reactants: CC(C)(C)NS(=O)(=O)c1cncc(Br)c1, Nc1nc2ccc(Br)cn2n1, O=C([O-])[O-], CC(=O)[O-], CCO, ClCCl, [K+], [Na+], [Na+], C1COCCO1. The product is CC(C)(C)NS(=O)(=O)c1cncc(-c2ccc3nc(N)nn3c2)c1. Reaction SMILES: [Br:1][c:2]1[cH:3][c:4]([S:8](=[O:9])(=[O:10])[NH:11][C:12]([CH3:13])([CH3:14])[CH3:15])[cH:5][n:6][cH:7]1.[Br:21][c:22]1[cH:23][cH:24][c:25]2[n:26]([cH:27]1)[n:28][c:29]([NH2:31])[n:30]2.[C:32](=[O:33])([O-:34])[O-:35].[CH3:17][C:18](=[O:19])[O-:20].[CH3:41][CH2:42][OH:43].[Cl:38][CH2:39][Cl:40].[K+:16].[Na+:36].[Na+:37].[O:44]1[CH2:45][CH2:46][O:47][CH2:48][CH2:49]1>>[c:2]1(-[c:22]2[cH:23][cH:24][c:25]3[n:26]([cH:27]2)[n:28][c:29]([NH2:31])[n:30]3)[cH:3][c:4]([S:8](=[O:9])(=[O:10])[NH:11][C:12]([CH3:13])([CH3:14])[CH3:15])[cH:5][n:6][cH:7]1. The reactants are O=C1CC2CCC(C1)N2Cc1ccccc1, C1CCOC1, O. Product: OC1CC2CCC(C1)N2Cc1ccccc1. Reaction SMILES: [CH2:1]([c:2]1[cH:3][cH:4][cH:5][cH:6][cH:7]1)[N:8]1[CH:9]2[CH2:10][C:11](=[O:16])[CH2:12][CH:13]1[CH2:14][CH2:15]2.[O:18]1[CH2:19][CH2:20][CH2:21][CH2:22]1.[OH2:17]>>[CH2:1]([c:2]1[cH:3][cH:4][cH:5][cH:6][cH:7]1)[N:8]1[CH:9]2[CH2:10][CH:11]([OH:16])[CH2:12][CH:13]1[CH2:14][CH2:15]2. Reactants: O(C1=CC=CC=C1)CCBr (2-Phenoxyethylbromide), C(C1=CC=CC=C1)(=O)NC1CCNCC1 (4-benzamidopiperidine), C([O-])([O-])=O.[K+].[K+] (potassium carbonate). Yields the product O(C1=CC=CC=C1)CCN1CCC(CC1)NC(C1=CC=CC=C1)=O (1-(2-Phenoxyethyl)-4-benzamidopiperidine). RXN SMILES: [O:1]([CH2:8][CH2:9]Br)[C:2]1[CH:7]=[CH:6][CH:5]=[CH:4][CH:3]=1.[C:11]([NH:19][CH:20]1[CH2:25][CH2:24][NH:23][CH2:22][CH2:21]1)(=[O:18])[C:12]1[CH:17]=[CH:16][CH:15]=[CH:14][CH:13]=1.C(=O)([O-])[O-].[K+].[K+]>>[O:1]([CH2:8][CH2:9][N:23]1[CH2:24][CH2:25][CH:20]([NH:19][C:11](=[O:18])[C:12]2[CH:17]=[CH:16][CH:15]=[CH:14][CH:13]=2)[CH2:21][CH2:22]1)[C:2]1[CH:7]=[CH:6][CH:5]=[CH:4][CH:3]=1 |f:2.3.4|. Reported procedure: 2-Phenoxyethylbromide (2.01 g.), 4-benzamidopiperidine (2.04 g.) and anhydrous potassium carbonate (1.38 g.) were reacted together according to the procedure of Example 51. The title compound as its hydrochloride (2.06 g.) had m.p. 207° C. (Found: C, 67.0; H, 7.1; N, 7.7. C20H24N2O2.HCl requires C, 67.3; H, 7.1; N, 7.85%). Reactants: CCO, ClC(Cl)Cl, CC(C)O, ClCc1ccccc1, Cl, O, O=C(O)C1CCCN1. Yields the product Cl, O=C(O)C1CCCN1Cc1ccccc1. RXN SMILES: [CH3:27][CH2:28][OH:29].[CH:18]([Cl:19])([Cl:20])[Cl:21].[CH:22]([OH:23])([CH3:24])[CH3:25].[Cl:9][CH2:10][c:11]1[cH:12][cH:13][cH:14][cH:15][cH:16]1.[ClH:17].[OH2:26].[OH:1][C:2](=[O:3])[CH:4]1[CH2:5][CH2:6][CH2:7][NH:8]1>>[ClH:9].[OH:1][C:2](=[O:3])[CH:4]1[CH2:5][CH2:6][CH2:7][N:8]1[CH2:10][c:11]1[cH:12][cH:13][cH:14][cH:15][cH:16]1. Reactants: ClC=1C=2N(C3=C(C1)N(C(=C3)C)CC3=NC=CC=C3)C(=NN2)C (4-chloro-1,7-dimethyl-6-(pyridin-2-ylmethyl)-6H-pyrrolo[2,3-e][1,2,4]triazolo[4,3-a]pyridine), CN1CCC(CC1)N (1-methylpiperidin-4-amine), CC(C)([O-])C.[Na+] (Sodium tert-butoxide), CC1(C2=CC=CC(=C2OC=2C(=CC=CC12)P(C1=CC=CC=C1)C1=CC=CC=C1)P(C1=CC=CC=C1)C1=CC=CC=C1)C ((9,9-dimethyl-9H-xanthene-4,5-diyl)bis(diphenylphosphine)). Reagents/catalysts: C=1C=CC(=CC1)/C=C/C(=O)/C=C/C2=CC=CC=C2.C=1C=CC(=CC1)/C=C/C(=O)/C=C/C2=CC=CC=C2.C=1C=CC(=CC1)/C=C/C(=O)/C=C/C2=CC=CC=C2.[Pd].[Pd] (tris(dibenzylideneacetone)dipalladium(0)). Yields the product CC1=NN=C2N1C1=C(C=C2NC2CCN(CC2)C)N(C(=C1)C)CC1=NC=CC=C1 (1,7-dimethyl-N-(1-methylpiperidin-4-yl)-6-(pyridin-2-ylmethyl)-6H-pyrrolo[2,3-e][1,2,4]triazolo[4,3-a]pyridin-4-amine). Solvent: C1(=CC=CC=C1)C (toluene). Reported procedure: A degassed mixture of 4-chloro-1,7-dimethyl-6-(pyridin-2-ylmethyl)-6H-pyrrolo[2,3-e][1,2,4]triazolo[4,3-a]pyridine (50.0 mg, 0.160 mmol, from Step 1), 1-methylpiperidin-4-amine (0.072 mg, 0.48 mmol, Matrix), Sodium tert-butoxide (77 mg, 0.80 mmol, Aldrich), (9,9-dimethyl-9H-xanthene-4,5-diyl)bis(diphenylphosphine) (23 mg, 0.040 mmol, Aldrich) and tris(dibenzylideneacetone)dipalladium(0) (18 mg, 0.020 mmol, Aldrich) in toluene (3.1 mL) was heated at 125° C. for 2.5 hours. The product was purified... Conditions: temperature 125 celsius. Reaction SMILES: Cl[C:2]1[C:3]2[N:4]([C:19]([CH3:22])=[N:20][N:21]=2)[C:5]2[CH:10]=[C:9]([CH3:11])[N:8]([CH2:12][C:13]3[CH:18]=[CH:17][CH:16]=[CH:15][N:14]=3)[C:6]=2[CH:7]=1.[CH3:23][N:24]1[CH2:29][CH2:28][CH:27]([NH2:30])[CH2:26][CH2:25]1.CC(C)([O-])C.[Na+].CC1(C)C2C=CC=C(P(C3C=CC=CC=3)C3C=CC=CC=3)C=2OC2C1=CC=CC=2P(C1C=CC=CC=1)C1C=CC=CC=1>C1(C)C=CC=CC=1.C1C=CC(/C=C/C(/C=C/C2C=CC=CC=2)=O)=CC=1.C1C=CC(/C=C/C(/C=C/C2C=CC=CC=2)=O)=CC=1.C1C=CC(/C=C/C(/C=C/C2C=CC=CC=2)=O)=CC=1.[Pd].[Pd]>[CH3:22][C:19]1[N:4]2[C:5]3[CH:10]=[C:9]([CH3:11])[N:8]([CH2:12][C:13]4[CH:18]=[CH:17][CH:16]=[CH:15][N:14]=4)[C:6]=3[CH:7]=[C:2]([NH:30][CH:27]3[CH2:28][CH2:29][N:24]([CH3:23])[CH2:25][CH2:26]3)[C:3]2=[N:21][N:20]=1 |f:2.3,6.7.8.9.10|.